From a dataset of the Open Reaction Database (ORD), a public repository of structured organic reaction records. describe an organic reaction: reactants, conditions, products, and yield Reactants: CuO, BrC1=CC=CC=C1 (bromobenzene), CuO, BrC1=CC=CC=C1 (bromobenzene), C(=O)([O-])[O-].[K+].[K+] (K2CO3), OC1=C(C=CC=C1)OC (hydroxyanisole), N1=CC=CC=C1 (pyridine). Reaction conditions: temperature 70 celsius. Yields the product CC1=C(C=C(C=C1)OC)OC1=CC=CC=C1 (4-methyl-3-phenoxyanisole). Yield: 51.7%. RXN SMILES: O[C:2]1[CH:7]=[CH:6][CH:5]=[CH:4][C:3]=1[O:8][CH3:9].Br[C:11]1[CH:16]=[CH:15]C=[CH:13][CH:12]=1.[C:17]([O-:20])([O-])=O.[K+].[K+].N1C=CC=C[CH:24]=1>>[CH3:24][C:6]1[CH:5]=[CH:4][C:3]([O:8][CH3:9])=[CH:2][C:7]=1[O:20][C:17]1[CH:15]=[CH:16][CH:11]=[CH:12][CH:13]=1 |f:2.3.4|. Procedure details: Into 50 mL pyridine, was added 4.14 g (30 mmoles) of the hydroxyanisole prepared above, 3.48 mL (33 mmoles) of bromobenzene, and 4.8 g (60 mmoles) of K2CO3. Under argon, the mixture was heated to 70° C., and 4.8 g (60 mmoles) of powdered CuO was added. The mixture was then heated for 16 hours at reflux with vigorous stirring. Additional CuO (4.8 g,60 mmoles) and bromobenzene (3.5 mL, 60 mmoles) were added, and the reaction mixture was heated 16 hours at reflux. After cooling and filtering, the r... Reactants: COC(=O)C=1N=C(SC1CO)N (2-amino-5-hydroxymethyl-thiazole-4-carboxylic acid methyl ester). Reagents/catalysts: [O-2].[O-2].[Mn+4] (manganese dioxide). Solvent: C(Cl)(Cl)Cl (chloroform), C(C)OCC (diethyl ether). The product is COC(=O)C=1N=C(SC1C=O)N (2-amino-5-formyl-thiazole-4-carboxylic acid methyl ester). Isolated yield 75.3%. RXN SMILES: [CH3:1][O:2][C:3]([C:5]1[N:6]=[C:7]([NH2:12])[S:8][C:9]=1[CH2:10][OH:11])=[O:4]>C(Cl)(Cl)Cl.C(OCC)C.[O-2].[O-2].[Mn+4]>[CH3:1][O:2][C:3]([C:5]1[N:6]=[C:7]([NH2:12])[S:8][C:9]=1[CH:10]=[O:11])=[O:4] |f:3.4.5|. Procedure: The compound (1.05 g) obtained in Step 2 was suspended in chloroform (50 ml), manganese dioxide (4.86 g) was added, with stirring at room temperature, and the mixture was stirred at the same temperature for 3 days. The reaction mixture was concentrated, tetrahydrofuran (150 ml) and activated carbon were added, and the mixture was heated under reflux. The insoluble material was filtered off when it was hot, and the insoluble material was washed with a heated mixed solvent (tetrahydrofuran:N,N-dim... Reactants: CC(C)(C)[Si](C)(C)OCCBr, [Li]CCCC, CC1(C)C(=O)N(Cc2cccc(F)c2)c2c(F)cccc21, C1CCOC1. Product: CC1(C)C(=O)N(C(CCO[Si](C)(C)C(C)(C)C)c2cccc(F)c2)c2c(F)cccc21. As a reaction SMILES: [Br:27][CH2:28][CH2:29][O:30][Si:31]([CH3:32])([CH3:33])[C:34]([CH3:35])([CH3:36])[CH3:37].[CH2:22]([Li:23])[CH2:24][CH2:25][CH3:26].[F:1][c:2]1[cH:3][cH:4][cH:5][c:6]2[c:10]1[N:9]([CH2:11][c:12]1[cH:13][c:14]([F:18])[cH:15][cH:16][cH:17]1)[C:8](=[O:19])[C:7]2([CH3:20])[CH3:21].[O:38]1[CH2:39][CH2:40][CH2:41][CH2:42]1>>[F:1][c:2]1[cH:3][cH:4][cH:5][c:6]2[c:10]1[N:9]([CH:11]([c:12]1[cH:13][c:14]([F:18])[cH:15][cH:16][cH:17]1)[CH2:28][CH2:29][O:30][Si:31]([CH3:32])([CH3:33])[C:34]([CH3:35])([CH3:36])[CH3:37])[C:8](=[O:19])[C:7]2([CH3:20])[CH3:21]. Reactants: CC(=O)O, CC(Cl)Cl, O=Cc1cccc(OC(F)(F)C(F)F)c1, Nc1cccc([N+](=O)[O-])c1. Product: O=[N+]([O-])c1cccc(NCc2cccc(OC(F)(F)C(F)F)c2)c1. RXN SMILES: [CH3:26][C:27](=[O:28])[OH:29].[Cl:30][CH:31]([Cl:32])[CH3:33].[F:11][C:12]([CH:13]([F:14])[F:15])([O:16][c:17]1[cH:18][c:19]([CH:20]=[O:21])[cH:22][cH:23][cH:24]1)[F:25].[N+:1](=[O:2])([O-:3])[c:4]1[cH:5][c:6]([NH2:7])[cH:8][cH:9][cH:10]1>>[N+:1](=[O:2])([O-:3])[c:4]1[cH:5][c:6]([NH:7][CH2:20][c:19]2[cH:18][c:17]([O:16][C:12]([F:11])([CH:13]([F:14])[F:15])[F:25])[cH:24][cH:23][cH:22]2)[cH:8][cH:9][cH:10]1. Starting materials: Cc1cnc(Cl)c(N)c1, Cc1ccccc1, O=C(Cc1ccc(F)cc1)c1ccncc1, O, Cc1ccc(S(=O)(=O)O)cc1, Cc1ccccc1. Yields the product Cc1cnc(Cl)c(N=C(Cc2ccc(F)cc2)c2ccncc2)c1. Reaction SMILES: [CH3:28][c:29]1[cH:30][c:31]([NH2:36])[c:32]([Cl:35])[n:33][cH:34]1.[CH3:45][c:46]1[cH:47][cH:48][cH:49][cH:50][cH:51]1.[F:12][c:13]1[cH:14][cH:15][c:16]([CH2:19][C:20](=[O:21])[c:22]2[cH:23][cH:24][n:25][cH:26][cH:27]2)[cH:17][cH:18]1.[OH2:44].[c:1]1([CH3:2])[cH:3][cH:4][c:5]([S:6]([OH:7])(=[O:8])=[O:9])[cH:10][cH:11]1.[c:37]1([CH3:38])[cH:39][cH:40][cH:41][cH:42][cH:43]1>>[F:12][c:13]1[cH:14][cH:15][c:16]([CH2:19][C:20]([c:22]2[cH:23][cH:24][n:25][cH:26][cH:27]2)=[N:36][c:31]2[cH:30][c:29]([CH3:28])[cH:34][n:33][c:32]2[Cl:35])[cH:17][cH:18]1. The reactants are C1CCOC1 (THF), C(Cl)Cl (DCM), C(C1=CC=CC=C1)OC1=CC(=CC(=N1)N1CCC(CC1)N1C(NC2=C(CC1)C=C(C=C2)OC)=O)C(=O)C2=CC1=C(N(C(O1)=O)C)C(=C2)C (3-[6′-benzyloxy-4′-(3,4-dimethyl-2-oxo-2,3-dihydro-benzoxazole-6-carbonyl)-3,4,5,6-tetrahydro-2H-[1,2′]bipyridinyl-4-yl]-7-methoxy-1,3,4,5-tetrahydro-benzo[d][1,3]diazepin-2-one). The reagents and catalysts are [Pd] (palladium on charcoal). Run in CO (MeOH). Reaction conditions: time 1.5 hour. The product is CN1C(OC2=C1C(=CC(=C2)C(=O)C=2C=C(NC(C2)=O)N2CCC(CC2)N2C(NC1=C(CC2)C=C(C=C1)OC)=O)C)=O (3-[4′-(3,4-dimethyl-2-oxo-2,3-dihydro-benzoxazole-6-carbonyl)-6′-oxo-3,4,5,6.1′.6′-hexa-hydro-2H-[1,2′]bipyridinyl-4-yl]-7-methoxy-1,3,4,5-tetrahydro-benzo[d][1,3]diazepin-2-one). As a reaction SMILES: C1COCC1.C(Cl)Cl.C([O:16][C:17]1[N:22]=[C:21]([N:23]2[CH2:28][CH2:27][CH:26]([N:29]3[CH2:35][CH2:34][C:33]4[CH:36]=[C:37]([O:40][CH3:41])[CH:38]=[CH:39][C:32]=4[NH:31][C:30]3=[O:42])[CH2:25][CH2:24]2)[CH:20]=[C:19]([C:43]([C:45]2[CH:55]=[C:54]([CH3:56])[C:48]3[N:49]([CH3:53])[C:50](=[O:52])[O:51][C:47]=3[CH:46]=2)=[O:44])[CH:18]=1)C1C=CC=CC=1>[Pd].CO>[CH3:53][N:49]1[C:48]2[C:54]([CH3:56])=[CH:55][C:45]([C:43]([C:19]3[CH:20]=[C:21]([N:23]4[CH2:28][CH2:27][CH:26]([N:29]5[CH2:35][CH2:34][C:33]6[CH:36]=[C:37]([O:40][CH3:41])[CH:38]=[CH:39][C:32]=6[NH:31][C:30]5=[O:42])[CH2:25][CH2:24]4)[NH:22][C:17](=[O:16])[CH:18]=3)=[O:44])=[CH:46][C:47]=2[O:51][C:50]1=[O:52]. Procedure details: 30 mg palladium on charcoal (Pd/C 10%), 30 mL THF and 30 mL DCM were added to 0.13 g (0.20 mmol) 3-[6′-benzyloxy-4′-(3,4-dimethyl-2-oxo-2,3-dihydro-benzoxazole-6-carbonyl)-3,4,5,6-tetrahydro-2H-[1,2′]bipyridinyl-4-yl]-7-methoxy-1,3,4,5-tetrahydro-benzo[d][1,3]diazepin-2-one in 20 mL MeOH and the mixture was hydrogenated for 1.5 h under a hydrogen atmosphere. After filtration of the reaction mixture the solvent was evaporated down i. vac. The residue was purified by preparative HPLC-MS. The fract...